From a dataset of the Open Reaction Database (ORD), a public repository of structured organic reaction records. describe an organic reaction: reactants, conditions, products, and yield The reactants are CCCCCN1CCC(CN)CC1, c1ccc2c(c1)[nH]c1cccc(OCC3CO3)c12. Product: CCCCCN1CCC(CNCC(O)COc2cccc3[nH]c4ccccc4c23)CC1. As a reaction SMILES: [NH2:19][CH2:20][CH:21]1[CH2:22][CH2:23][N:24]([CH2:27][CH2:28][CH2:29][CH2:30][CH3:31])[CH2:25][CH2:26]1.[O:1]1[CH:2]([CH2:4][O:5][c:6]2[cH:7][cH:8][cH:9][c:10]3[nH:11][c:12]4[cH:13][cH:14][cH:15][cH:16][c:17]4[c:18]23)[CH2:3]1>>[OH:1][CH:2]([CH2:3][NH:19][CH2:20][CH:21]1[CH2:22][CH2:23][N:24]([CH2:27][CH2:28][CH2:29][CH2:30][CH3:31])[CH2:25][CH2:26]1)[CH2:4][O:5][c:6]1[cH:7][cH:8][cH:9][c:10]2[nH:11][c:12]3[cH:13][cH:14][cH:15][cH:16][c:17]3[c:18]12. Starting materials: COc1cc(C=CC(=O)NC2CCC(C)CC2)ccc1OCCCl, CNC, CC(=O)CC(C)C. Product: COc1cc(C=CC(=O)NC2CCC(C)CC2)ccc1OCCN(C)C. RXN SMILES: [CH3:1][CH:2]1[CH2:3][CH2:4][CH:5]([NH:8][C:9]([CH:10]=[CH:11][c:12]2[cH:13][c:14]([O:22][CH3:23])[c:15]([O:18][CH2:19][CH2:20][Cl:21])[cH:16][cH:17]2)=[O:24])[CH2:6][CH2:7]1.[CH3:25][NH:26][CH3:27].[CH3:28][C:29]([CH2:30][CH:31]([CH3:32])[CH3:33])=[O:34]>>[CH3:1][CH:2]1[CH2:3][CH2:4][CH:5]([NH:8][C:9]([CH:10]=[CH:11][c:12]2[cH:13][c:14]([O:22][CH3:23])[c:15]([O:18][CH2:19][CH2:20][N:26]([CH3:25])[CH3:27])[cH:16][cH:17]2)=[O:24])[CH2:6][CH2:7]1. The reactants are C(C)OC(C1=CC=C(C=C1)NC1=CC=2C(CC=C(C2C=C1)C(C)C)(C)C)=O (4-(5-isopropyl-8,8-dimethyl-7,8-dihydro-naphthalen-2-ylamino)-benzoic acid ethyl ester), C(C)OC(C1=CC=C(C=C1)NC1=CC=2C(CC=C(C2C=C1)C(C)C)(C)C)=O (4-(5-isopropyl-8,8-dimethyl-7,8-dihydro-naphthalen-2-ylamino)-benzoic acid ethyl ester), C(C)=O (acetaldehyde). Product: C(C)OC(C1=CC=C(C=C1)N(C1=CC=2C(CC=C(C2C=C1)C(C)C)(C)C)CC)=O (4-[Ethyl-(5-isopropyl-8,8-dimethyl-7,8-dihydro-naphthalen-2-yl)-amino]-benzoic Acid Ethyl Ester). RXN SMILES: [CH2:1]([O:3][C:4](=[O:27])[C:5]1[CH:10]=[CH:9][C:8]([NH:11][C:12]2[CH:21]=[CH:20][C:19]3[C:18]([CH:22]([CH3:24])[CH3:23])=[CH:17][CH2:16][C:15]([CH3:26])([CH3:25])[C:14]=3[CH:13]=2)=[CH:7][CH:6]=1)[CH3:2].[CH:28](=O)[CH3:29]>>[CH2:1]([O:3][C:4](=[O:27])[C:5]1[CH:6]=[CH:7][C:8]([N:11]([CH2:28][CH3:29])[C:12]2[CH:21]=[CH:20][C:19]3[C:18]([CH:22]([CH3:23])[CH3:24])=[CH:17][CH2:16][C:15]([CH3:25])([CH3:26])[C:14]=3[CH:13]=2)=[CH:9][CH:10]=1)[CH3:2]. Procedure details: Following General Procedure M, 4-(5-isopropyl-8,8-dimethyl-7,8-dihydro-naphthalen-2-ylamino)-benzoic acid ethyl ester (Compound 79, 10 mg, 0.06 mmol), was reacted with acetaldehyde to give the title compound as a yellow oil. Starting materials: ClCCCN1CCCCC1 (1-(3-chloro-propyl)-piperdine), N1C(=CC=C1)C1=CC=C(OCCCN2CCCCC2)C=C1 (1-{3-[4-(1H-Pyrrol-2-yl)-phenoxy]-propyl}-piperidine), [H-].[Na+] (sodium hydride). The solvent is CN(C)C=O (DMF), CN(C)C=O (DMF), O (water). Run at time 20 minute. Product: N1(CCCCC1)CCCN1C(=CC=C1)C1=CC=C(OCCCN2CCCCC2)C=C1 (1-(3-{4-[1-(3-Piperidin-1-yl-propyl)-1H-pyrrol-2-yl]-phenoxy}-propyl)-piperidin). The yield is 89.2%. As a reaction SMILES: [H-].[Na+].[NH:3]1[CH:7]=[CH:6][CH:5]=[C:4]1[C:8]1[CH:23]=[CH:22][C:11]([O:12][CH2:13][CH2:14][CH2:15][N:16]2[CH2:21][CH2:20][CH2:19][CH2:18][CH2:17]2)=[CH:10][CH:9]=1.Cl[CH2:25][CH2:26][CH2:27][N:28]1[CH2:33][CH2:32][CH2:31][CH2:30][CH2:29]1>CN(C=O)C.O>[N:28]1([CH2:27][CH2:26][CH2:25][N:3]2[CH:7]=[CH:6][CH:5]=[C:4]2[C:8]2[CH:23]=[CH:22][C:11]([O:12][CH2:13][CH2:14][CH2:15][N:16]3[CH2:21][CH2:20][CH2:19][CH2:18][CH2:17]3)=[CH:10][CH:9]=2)[CH2:33][CH2:32][CH2:31][CH2:30][CH2:29]1 |f:0.1|. Procedure: To a stirred suspension of sodium hydride (0.051 g) in DMF (3 mL) at RT was added dropwise the product of Example 18 (0.2 g) in DMF (4 mL). After 20 min, 1-(3-chloro-propyl)-piperdine (0.139 g) was added dropwise and the mixture stirred for 12 h. The mixture was diluted with water and extracted several times with diethyl ether. The combined organic layers were washed with brine, dried (sodium sulfate), filtered and concentrated under reduced pressure, giving the title compound as a dark red oil ...